From a dataset of the Open Reaction Database (ORD), a public repository of structured organic reaction records. describe an organic reaction: reactants, conditions, products, and yield Starting materials: CC(C)(C)c1cc(N)n(-c2ccccc2)n1, C1CCOC1, COC(=O)c1cccc(Oc2ccnc3[nH]c(=O)[nH]c23)c1. Yields the product CC(C)(C)c1cc(NC(=O)c2cccc(Oc3ccnc4[nH]c(=O)[nH]c34)c2)n(-c2ccccc2)n1. As a reaction SMILES: [C:1]([CH3:2])([CH3:3])([CH3:4])[c:5]1[n:6][n:7](-[c:11]2[cH:12][cH:13][cH:14][cH:15][cH:16]2)[c:8]([NH2:10])[cH:9]1.[CH2:38]1[O:39][CH2:40][CH2:41][CH2:42]1.[O:17]=[c:18]1[nH:19][c:20]2[c:21]([n:22][cH:23][cH:24][c:25]2[O:26][c:27]2[cH:28][c:29]([C:30](=[O:31])[O:32][CH3:33])[cH:34][cH:35][cH:36]2)[nH:37]1>>[C:1]([CH3:2])([CH3:3])([CH3:4])[c:5]1[n:6][n:7](-[c:11]2[cH:12][cH:13][cH:14][cH:15][cH:16]2)[c:8]([NH:10][C:30]([c:29]2[cH:28][c:27]([O:26][c:25]3[c:20]4[nH:19][c:18](=[O:17])[nH:37][c:21]4[n:22][cH:23][cH:24]3)[cH:36][cH:35][cH:34]2)=[O:31])[cH:9]1. Reactants: FC1=C(C=CC(=C1C=O)F)NS(=O)(=O)C(C)C (propane-2-sulfonic acid (2,4-difluoro-3-formyl-phenyl)-amide), N1=CC(=CC=C1)C=1C=C2C(=NC1)NC=C2 (5-pyridin-3-yl-1H-pyrrolo[2,3-b]pyridine), [OH-].[K+] (potassium hydroxide), CO (methanol), O (water). Conditions: time 8 hour. Product: FC1=C(C=CC(=C1C(C1=CNC2=NC=C(C=C21)C=2C=NC=CC2)OC)F)NS(=O)(=O)C(C)C (propane-2-sulfonic acid {2,4-difluoro-3-[methoxy-(5-pyridin-3-yl-1H-pyrrolo[2,3-b]pyridin-3-yl)-methyl]-phenyl}-amide). RXN SMILES: [F:1][C:2]1[C:7]([CH:8]=[O:9])=[C:6]([F:10])[CH:5]=[CH:4][C:3]=1[NH:11][S:12]([CH:15]([CH3:17])[CH3:16])(=[O:14])=[O:13].[N:18]1[CH:23]=[CH:22][CH:21]=[C:20]([C:24]2[CH:25]=[C:26]3[CH:32]=[CH:31][NH:30][C:27]3=[N:28][CH:29]=2)[CH:19]=1.[OH-].[K+].O.[CH3:36]O>>[F:1][C:2]1[C:7]([CH:8]([O:9][CH3:36])[C:32]2[C:26]3[C:27](=[N:28][CH:29]=[C:24]([C:20]4[CH:19]=[N:18][CH:23]=[CH:22][CH:21]=4)[CH:25]=3)[NH:30][CH:31]=2)=[C:6]([F:10])[CH:5]=[CH:4][C:3]=1[NH:11][S:12]([CH:15]([CH3:17])[CH3:16])(=[O:14])=[O:13] |f:2.3|. Reported procedure: To propane-2-sulfonic acid (2,4-difluoro-3-formyl-phenyl)-amide (49, 220.0 mg, 0.83 mmol) in methanol (15 mL) was added 5-pyridin-3-yl-1H-1-pyrrolo[2,3-b]pyridine (22, 150.0 mg, 0.77 mmol, prepared as described in Example 10) and potassium hydroxide (537.0 mg, 9.6 mmol) under an atmosphere of nitrogen. The reaction was stirred at room temperature overnight. The reaction was poured into water and extracted with ethyl acetate. The organic layer was washed with brine, dried over sodium sulfate and ... Starting materials: NC1=NC=CC(=C1)C(=N)NO (2-amino-N-hydroxy-pyridine-4-carboxamidine), FC(C1=CC=C(C=C1)C1=NC(=NC(=C1)C(F)(F)F)C(=O)O)(F)F (4-(4-trifluoromethyl-phenyl)-6-trifluoromethyl-pyrimidine-2-carboxylic acid). Product: FC(C1=NC(=NC(=C1)C1=CC=C(C=C1)C(F)(F)F)C1=NC(=NO1)C1=CC(=NC=C1)N)(F)F (4-{5-[4-Trifluoromethyl-6-(4-trifluoromethyl-phenyl)-pyrimidin-2-yl]-[1,2,4]oxadiazol-3-yl}-pyridin-2-ylamine), solid. Yield: 57.0%. RXN SMILES: [NH2:1][C:2]1[CH:7]=[C:6]([C:8]([NH:10][OH:11])=[NH:9])[CH:5]=[CH:4][N:3]=1.[F:12][C:13]([F:34])([F:33])[C:14]1[CH:19]=[CH:18][C:17]([C:20]2[CH:25]=[C:24]([C:26]([F:29])([F:28])[F:27])[N:23]=[C:22]([C:30](O)=O)[N:21]=2)=[CH:16][CH:15]=1>>[F:29][C:26]([F:27])([F:28])[C:24]1[CH:25]=[C:20]([C:17]2[CH:18]=[CH:19][C:14]([C:13]([F:34])([F:33])[F:12])=[CH:15][CH:16]=2)[N:21]=[C:22]([C:30]2[O:11][N:10]=[C:8]([C:6]3[CH:5]=[CH:4][N:3]=[C:2]([NH2:1])[CH:7]=3)[N:9]=2)[N:23]=1. Procedure details: The title compound was prepared from 2-amino-N-hydroxy-pyridine-4-carboxamidine (example C.5) (0.11 g, 0.75 mmol) and 4-(4-trifluoromethyl-phenyl)-6-trifluoromethyl-pyrimidine-2-carboxylic acid (example D.2) (0.17 g, 0.5 mmol) according to the general procedure V. Obtained as an off-white solid (0.13 g, 57%). MS (ISP) 453.1 [(M+H)+]; mp 223.5° C. Starting materials: CCOC(=O)c1c(CC)ccnc1CC, ClC(Cl)Cl. Yields the product CCOC(=O)c1c(CC)cc(Cl)nc1CC. Reaction SMILES: [CH2:1]([CH3:2])[O:3][C:4](=[O:5])[c:6]1[c:7]([CH2:14][CH3:15])[n:8][cH:9][cH:10][c:11]1[CH2:12][CH3:13].[CH:16]([Cl:17])([Cl:18])[Cl:19]>>[CH2:1]([CH3:2])[O:3][C:4](=[O:5])[c:6]1[c:7]([CH2:14][CH3:15])[n:8][c:9]([Cl:17])[cH:10][c:11]1[CH2:12][CH3:13]. Starting materials: C(C)OC(=O)C=1C(C2=C(N=C(N=C2)S(=O)(=O)C)N(C1)C=1C=C2CCCC2=CC1)=O (8-Indan-5-yl-2-methanesulfonyl-5-oxo-5,8-dihydro-pyrido[2,3-d]pyrimidine-6-carboxylic acid ethyl ester), CN1CCN(CC1)CC1=CC=C(C=C1)N (4-(4-methyl-piperazin-1-ylmethyl)-phenylamine). Run in CC(C)O (i-PrOH). Reaction conditions: temperature 90 celsius, time 3 hour. Product: C(C)OC(=O)C=1C(C2=C(N=C(N=C2)NC2=CC=C(C=C2)CN2CCN(CC2)C)N(C1)C=1C=C2CCCC2=CC1)=O (8-Indan-5-yl-2-[4-(4-methyl-piperazin-1-ylmethyl)-phenylamino]-5-oxo-5,8-dihydro-pyrido[2,3-d]pyrimidine-6-carboxylic acid ethyl ester). Isolated yield 15.5%. Reaction SMILES: [CH2:1]([O:3][C:4]([C:6]1[C:7](=[O:29])[C:8]2[CH:13]=[N:12][C:11](S(C)(=O)=O)=[N:10][C:9]=2[N:18]([C:20]2[CH:21]=[C:22]3[C:26](=[CH:27][CH:28]=2)[CH2:25][CH2:24][CH2:23]3)[CH:19]=1)=[O:5])[CH3:2].[CH3:30][N:31]1[CH2:36][CH2:35][N:34]([CH2:37][C:38]2[CH:43]=[CH:42][C:41]([NH2:44])=[CH:40][CH:39]=2)[CH2:33][CH2:32]1>CC(O)C>[CH2:1]([O:3][C:4]([C:6]1[C:7](=[O:29])[C:8]2[CH:13]=[N:12][C:11]([NH:44][C:41]3[CH:40]=[CH:39][C:38]([CH2:37][N:34]4[CH2:33][CH2:32][N:31]([CH3:30])[CH2:36][CH2:35]4)=[CH:43][CH:42]=3)=[N:10][C:9]=2[N:18]([C:20]2[CH:21]=[C:22]3[C:26](=[CH:27][CH:28]=2)[CH2:25][CH2:24][CH2:23]3)[CH:19]=1)=[O:5])[CH3:2]. Procedure: 8-Indan-5-yl-2-methanesulfonyl-5-oxo-5,8-dihydro-pyrido[2,3-d]pyrimidine-6-carboxylic acid ethyl ester (0.098 g, 0.24 mmol) and 4-(4-methyl-piperazin-1-ylmethyl)-phenylamine (0.049 g, 0.24 mmol) were combined in i-PrOH (2 mL) and heated to 90° C. After 3 h, the reaction mixture was concentrated and purified by preparative HPLC (30 mL/min 5-100% MeCN/H2O gradient over 10 min) and lyophilized to provide 20 mg of 8-Indan-5-yl-2-[4-(4-methyl-piperazin-1-ylmethyl)-phenylamino]-5-oxo-5,8-dihydro-pyrid... Starting materials: ClC1=NC=CC(=N1)Cl (2,4-Dichloropyrimidine), CC1(OB(OC1(C)C)C1=CC2=C(N=C(S2)NC(C)=O)C=C1)C (N-(6-(4,4,5,5-tetramethyl-1,3,2-dioxaborolan-2-yl)benzo[d]thiazol-2-yl)acetamide), C([O-])([O-])=O.[Na+].[Na+] (sodium carbonate). Reagents/catalysts: C=1C=CC(=CC1)[P](C=2C=CC=CC2)(C=3C=CC=CC3)[Pd]([P](C=4C=CC=CC4)(C=5C=CC=CC5)C=6C=CC=CC6)([P](C=7C=CC=CC7)(C=8C=CC=CC8)C=9C=CC=CC9)[P](C=1C=CC=CC1)(C=1C=CC=CC1)C=1C=CC=CC1 (palladium tetrakis). Solvent: O1CCOCC1 (1,4-dioxane), O1CCOCC1 (1,4-dioxane). Yields the product ClC1=NC=CC(=N1)C1=CC2=C(N=C(S2)NC(C)=O)C=C1 (N-(6-(2-Chloropyrimidin-4-yl)benzo[d]thiazol-2-yl)acetamide). Isolated yield 59.0%. RXN SMILES: [Cl:1][C:2]1[N:7]=[C:6](Cl)[CH:5]=[CH:4][N:3]=1.CC1(C)C(C)(C)OB([C:17]2[CH:29]=[CH:28][C:20]3[N:21]=[C:22]([NH:24][C:25](=[O:27])[CH3:26])[S:23][C:19]=3[CH:18]=2)O1.C(=O)([O-])[O-].[Na+].[Na+]>O1CCOCC1.C1C=CC([P]([Pd]([P](C2C=CC=CC=2)(C2C=CC=CC=2)C2C=CC=CC=2)([P](C2C=CC=CC=2)(C2C=CC=CC=2)C2C=CC=CC=2)[P](C2C=CC=CC=2)(C2C=CC=CC=2)C2C=CC=CC=2)(C2C=CC=CC=2)C2C=CC=CC=2)=CC=1>[Cl:1][C:2]1[N:7]=[C:6]([C:17]2[CH:29]=[CH:28][C:20]3[N:21]=[C:22]([NH:24][C:25](=[O:27])[CH3:26])[S:23][C:19]=3[CH:18]=2)[CH:5]=[CH:4][N:3]=1 |f:2.3.4,^1:46,48,67,86|. Procedure details: 2,4-Dichloropyrimidine (1.060 g, 7115 μmol) and N-(6-(4,4,5,5-tetramethyl-1,3,2-dioxaborolan-2-yl)benzo[d]thiazol-2-yl)acetamide (2.86 g, 8988 μmol) were suspended in 1,4-dioxane (40 mL) to which palladium tetrakis (triphenylphosphine) (782 mg, 677 μmol) was added, followed by 2 mL of 1,4-dioxane and sodium carbonate (7.1 mL, 2.0 M in water, 14200 μmol). Argon was bubbled through the solution for about 1 minute, and the flask was fit with a reflux condensor and placed in a preheated oil bath (95...